Dataset: the Open Reaction Database (ORD), a public repository of structured organic reaction records. Task: describe an organic reaction: reactants, conditions, products, and yield Starting materials: CC(=O)N1CCNc2ccccc2C1, C1=CCCC1, ClCCl, COCOC, [Na+], [OH-]. Yields the product CC(=O)N1CCN2CC3CCCC3c3cccc(c32)C1. Reaction SMILES: [C:6]([CH3:7])(=[O:8])[N:9]1[CH2:10][CH2:11][NH:12][c:13]2[c:14]([cH:16][cH:17][cH:18][cH:19]2)[CH2:15]1.[CH2:20]1[CH2:21][CH:22]=[CH:23][CH2:24]1.[CH2:27]([Cl:28])[Cl:29].[CH3:1][O:2][CH2:3][O:4][CH3:5].[Na+:26].[OH-:25]>>[CH2:1]1[N:12]2[CH2:11][CH2:10][N:9]([C:6]([CH3:7])=[O:8])[CH2:15][c:14]3[c:13]2[c:19]([cH:18][cH:17][cH:16]3)[CH:23]2[CH:22]1[CH2:21][CH2:20][CH2:24]2. Starting materials: Cl, C1COCCO1, COc1ccccc1C1(O)CCC(c2ccccc2)(c2ccccc2)C2CN(C(=O)OC(C)(C)C)CC21. Yields the product Cl, COc1ccccc1C1(O)CCC(c2ccccc2)(c2ccccc2)C2CNCC21. As a reaction SMILES: [ClH:1].[O:39]1[CH2:40][CH2:41][O:42][CH2:43][CH2:44]1.[c:2]1([C:8]2([c:33]3[cH:34][cH:35][cH:36][cH:37][cH:38]3)[CH2:9][CH2:10][C:11]([OH:24])([c:25]3[c:26]([O:31][CH3:32])[cH:27][cH:28][cH:29][cH:30]3)[CH:12]3[CH2:13][N:14]([C:17]([O:18][C:19]([CH3:20])([CH3:21])[CH3:22])=[O:23])[CH2:15][CH:16]23)[cH:3][cH:4][cH:5][cH:6][cH:7]1>>[ClH:1].[c:2]1([C:8]2([c:33]3[cH:34][cH:35][cH:36][cH:37][cH:38]3)[CH2:9][CH2:10][C:11]([OH:24])([c:25]3[c:26]([O:31][CH3:32])[cH:27][cH:28][cH:29][cH:30]3)[CH:12]3[CH2:13][NH:14][CH2:15][CH:16]23)[cH:3][cH:4][cH:5][cH:6][cH:7]1. The reactants are O=C([O-])[O-], CC#N, O=C(O)C(F)(F)F, [K+], [K+], NCCc1cccc(-c2nc(=O)c3ccccc3s2)n1, O=C=Nc1ccccc1. Product: O=C(NCCc1cccc(-c2nc(=O)c3ccccc3s2)n1)Nc1ccccc1. RXN SMILES: [C:28](=[O:29])([O-:30])[O-:31].[CH3:43][C:44]#[N:45].[F:1][C:2]([F:3])([F:4])[C:5]([OH:6])=[O:7].[K+:32].[K+:33].[NH2:8][CH2:9][CH2:10][c:11]1[cH:12][cH:13][cH:14][c:15](-[c:17]2[s:18][c:19]3[c:20]([c:21](=[O:23])[n:22]2)[cH:24][cH:25][cH:26][cH:27]3)[n:16]1.[O:34]=[C:35]=[N:36][c:37]1[cH:38][cH:39][cH:40][cH:41][cH:42]1>>[NH:8]([CH2:9][CH2:10][c:11]1[cH:12][cH:13][cH:14][c:15](-[c:17]2[s:18][c:19]3[c:20]([c:21](=[O:23])[n:22]2)[cH:24][cH:25][cH:26][cH:27]3)[n:16]1)[C:35](=[O:34])[NH:36][c:37]1[cH:38][cH:39][cH:40][cH:41][cH:42]1. The reactants are C1CCOC1, C[Si](C)(C)[O-], CC1(C)OCc2cc(C3CN(CCCCCCOCCOCc4c(Cl)cccc4Cl)C(=O)O3)ccc2O1, [K+]. Yields the product CC1(C)OCc2cc(C(O)CNCCCCCCOCCOCc3c(Cl)cccc3Cl)ccc2O1. RXN SMILES: [CH2:44]1[O:45][CH2:46][CH2:47][CH2:48]1.[CH3:38][Si:39]([CH3:40])([CH3:41])[O-:42].[Cl:1][c:2]1[c:3]([CH2:4][O:5][CH2:6][CH2:7][O:8][CH2:9][CH2:10][CH2:11][CH2:12][CH2:13][CH2:14][N:15]2[C:16](=[O:32])[O:17][CH:18]([c:20]3[cH:21][c:22]4[c:23]([cH:30][cH:31]3)[O:24][C:25]([CH3:28])([CH3:29])[O:26][CH2:27]4)[CH2:19]2)[c:33]([Cl:37])[cH:34][cH:35][cH:36]1.[K+:43]>>[Cl:1][c:2]1[c:3]([CH2:4][O:5][CH2:6][CH2:7][O:8][CH2:9][CH2:10][CH2:11][CH2:12][CH2:13][CH2:14][NH:15][CH2:19][CH:18]([OH:17])[c:20]2[cH:21][c:22]3[c:23]([cH:30][cH:31]2)[O:24][C:25]([CH3:28])([CH3:29])[O:26][CH2:27]3)[c:33]([Cl:37])[cH:34][cH:35][cH:36]1. Starting materials: [BH4-].[Na+] (Sodium borohydride), C(C1=CC=CC=C1)N1CC(C(CC1)=O)(CC)CC (1-benzyl-3,3-diethylpiperidin-4-one). Solvent: CO (methanol). Run at time 30 minute. The product is C(C1=CC=CC=C1)N1CC(C(CC1)O)(CC)CC (1-benzyl-3,3-diethyl-4-hydroxy-piperidine). As a reaction SMILES: [BH4-].[Na+].[CH2:3]([N:10]1[CH2:15][CH2:14][C:13](=[O:16])[C:12]([CH2:19][CH3:20])([CH2:17][CH3:18])[CH2:11]1)[C:4]1[CH:9]=[CH:8][CH:7]=[CH:6][CH:5]=1>CO>[CH2:3]([N:10]1[CH2:15][CH2:14][CH:13]([OH:16])[C:12]([CH2:19][CH3:20])([CH2:17][CH3:18])[CH2:11]1)[C:4]1[CH:5]=[CH:6][CH:7]=[CH:8][CH:9]=1 |f:0.1|. Reported procedure: Sodium borohydride (0.3 g, 8.13 mmole) was added to the stirred solution of 1-benzyl-3,3-diethylpiperidin-4-one (4.0 g, 16.26 mmole) in methanol (22 ml) at 0-5° C. over a period of 15 min, and stirring was continued for 30 min. The reaction mixture was concentrated to dryness, triturated with water (25 ml) and extracted with ethyl acetate (2×100 ml). The extract was dried (sodium sulphate) and concentrated to dryness to furnish 1-benzyl-3,3-diethyl-4-hydroxy-piperidine as oil. Yield 3.9 g (97%),... The reactants are O=C1C=CC(=O)O1, CC(=O)O, NCCCC(=O)O. The product is O=C(O)CCCN1C(=O)C=CC1=O. As a reaction SMILES: [C:8]1(=[O:14])[CH:9]=[CH:10][C:11](=[O:12])[O:13]1.[CH3:15][C:16](=[O:17])[OH:18].[NH2:1][CH2:2][CH2:3][CH2:4][C:5](=[O:6])[OH:7]>>[N:1]1([CH2:2][CH2:3][CH2:4][C:5](=[O:6])[OH:7])[C:8](=[O:13])[CH:9]=[CH:10][C:11]1=[O:12].